Dataset: the Open Reaction Database (ORD), a public repository of structured organic reaction records. Task: describe an organic reaction: reactants, conditions, products, and yield The reactants are hydrochloride salt, N (NH3), ON=C(C=1C=NC=NC1)Cl (N-Hydroxypyrimidine-5-carbimidoyl chloride), C(#C)C1=CC=C(C=C1)C (1-ethynyl-4-methylbenzene). Product: N1=CN=CC(=C1)C1=NOC(=C1)C1=CC=C(C=C1)C (3-(Pyrimidin-5-yl)-5-p-tolylisoxazole). RXN SMILES: [OH:1][N:2]=[C:3](Cl)[C:4]1[CH:5]=[N:6][CH:7]=[N:8][CH:9]=1.[C:11]([C:13]1[CH:18]=[CH:17][C:16]([CH3:19])=[CH:15][CH:14]=1)#[CH:12].N>>[N:6]1[CH:5]=[C:4]([C:3]2[CH:12]=[C:11]([C:13]3[CH:18]=[CH:17][C:16]([CH3:19])=[CH:15][CH:14]=3)[O:1][N:2]=2)[CH:9]=[N:8][CH:7]=1. Procedure: The titled compound was prepared as the hydrochloride salt according to Method CB using the product of Example 44B (79 mg, 0.5 mmol) and 1-ethynyl-4-methylbenzene (Apollo, 58 mg, 0.5 mmol). 1H NMR (300 MHz, DMSO-d6) δ 2.40 (s, 3H), 7.42 (d, J=8.1 Hz, 2H), 7.70 (s, 1H), 7.81 (d, J=8.5 Hz, 2H), 9.32 (s, 2H), 9.34 (s, 1H) ppm; MS (DCI/NH3) m/z 238 (M+H)+. The reactants are Cc1ccccc1, COCCC#N, CO, Cl. Yields the product COCCC(=N)OC, Cl. As a reaction SMILES: [CH3:10][c:11]1[cH:12][cH:13][cH:14][cH:15][cH:16]1.[CH3:1][O:2][CH2:3][CH2:4][C:5]#[N:6].[CH3:7][OH:8].[ClH:9]>>[CH3:1][O:2][CH2:3][CH2:4][C:5](=[NH:6])[O:8][CH3:7].[ClH:9]. Reactants: BrC1=CC(=C(C=C1)N)C(C1=CC=CC=C1)NC (4-Bromo-2-(methylamino-phenyl-methyl)-phenylamine), ClC(Cl)(OC(OC(Cl)(Cl)Cl)=O)Cl (triphosgene), CCOC(=O)C (EtOAc), O (H2O). The solvent is C1CCOC1 (THF). Reaction conditions: time 3 hour. Product: BrC=1C=C2C(N(C(NC2=CC1)=O)C)C1=CC=CC=C1 (6-Bromo-3-methyl-4-phenyl-3,4-dihydro-1H-quinazolin-2-one). Reaction SMILES: [Br:1][C:2]1[CH:7]=[CH:6][C:5]([NH2:8])=[C:4]([CH:9]([NH:16][CH3:17])[C:10]2[CH:15]=[CH:14][CH:13]=[CH:12][CH:11]=2)[CH:3]=1.ClC(Cl)(O[C:22](=[O:28])OC(Cl)(Cl)Cl)Cl.O.CCOC(C)=O>C1COCC1>[Br:1][C:2]1[CH:3]=[C:4]2[C:5](=[CH:6][CH:7]=1)[NH:8][C:22](=[O:28])[N:16]([CH3:17])[CH:9]2[C:10]1[CH:15]=[CH:14][CH:13]=[CH:12][CH:11]=1. Reported procedure: A solution of reactant 4-Bromo-2-(methylamino-phenyl-methyl)-phenylamine (3.4 g, 12 mmol) in THF (150 mL) is added triphosgene (3.81 g, 13 mmol). After the addition the mixture is stirred at r.t. for 3 h. Then H2O is added and is extacd with EtOAc, dried over Na2SO4 and concentrated. The residue is purified by chromatography on silica gel to give product. Starting materials: C1(=CC=CC=C1)C=1C=NC=C(C(=O)O)C1 (5-Phenylnicotinic acid), C1=CC(=CC(=C1)Cl)C(=O)OO (mCPBA). Solvent: ClC(C)Cl (dichloroethane). Conditions: time 15 hour. Yields the product C1(=CC=CC=C1)C=1C=[N+](C=C(C(=O)O)C1)[O-] (5-phenylnicotinic acid N-oxide). Yield: 37.0%. RXN SMILES: [C:1]1([C:7]2[CH:8]=[N:9][CH:10]=[C:11]([CH:15]=2)[C:12]([OH:14])=[O:13])[CH:6]=[CH:5][CH:4]=[CH:3][CH:2]=1.C1C=C(Cl)C=C(C(OO)=[O:24])C=1>ClC(Cl)C>[C:1]1([C:7]2[CH:8]=[N+:9]([O-:24])[CH:10]=[C:11]([CH:15]=2)[C:12]([OH:14])=[O:13])[CH:2]=[CH:3][CH:4]=[CH:5][CH:6]=1. Procedure: 5-Phenylnicotinic acid (50 mg) was dissolved in dichloroethane (2 ml) prior to the addition of 77% mCPBA (250 mg). The reaction was stirred for 15 h and then it was concentrated, filtered, and purified by reverse phase HPLC (gradient elution, water/acetonitrile/TFA) to afford 5-phenylnicotinic acid N-oxide (20 mg). MS found: (M+H)+=216.1.